The task is: describe an organic reaction: reactants, conditions, products, and yield. This data is from the Open Reaction Database (ORD), a public repository of structured organic reaction records. Starting materials: C(=O)C1=CC=C(OC2=NC=C(C(=O)N)C=C2)C=C1 (6-(4-Formyl-phenoxy)-nicotinamide), C(C)(=O)O[BH-](OC(C)=O)OC(C)=O.[Na+] (sodium triacetoxyborohydride), C(C)(=O)O (acetic acid), C(=O)C1=CC=C(OC2=NC=C(C(=O)N)C=C2)C=C1 (6-(4-Formyl-phenoxy)-nicotinamide), C1(=CC=CC=C1)C1NCCC1 (2-phenyl-pyrrolidine), ClCCCl (1,2-dichloroethane). Conditions: time 24 hour. The product is Cl.C1(=CC=CC=C1)C1N(CCC1)CC1=CC=C(OC2=NC=C(C(=O)N)C=C2)C=C1 ((±)-6-[4-(2-Phenyl-pyrrolidin-1-ylmethyl)-phenoxy]-nicotinamide hydrochloride). Isolated yield 3.9%. Reaction SMILES: [CH:1]([C:3]1[CH:18]=[CH:17][C:6]([O:7][C:8]2[CH:16]=[CH:15][C:11]([C:12]([NH2:14])=[O:13])=[CH:10][N:9]=2)=[CH:5][CH:4]=1)=O.[C:19]1([CH:25]2[CH2:29][CH2:28][CH2:27][NH:26]2)[CH:24]=[CH:23][CH:22]=[CH:21][CH:20]=1.C(O[BH-](OC(=O)C)OC(=O)C)(=O)C.[Na+].C(O)(=O)C.[Cl:48]CCCl>>[ClH:48].[C:19]1([CH:25]2[CH2:29][CH2:28][CH2:27][N:26]2[CH2:1][C:3]2[CH:18]=[CH:17][C:6]([O:7][C:8]3[CH:16]=[CH:15][C:11]([C:12]([NH2:14])=[O:13])=[CH:10][N:9]=3)=[CH:5][CH:4]=2)[CH:24]=[CH:23][CH:22]=[CH:21][CH:20]=1 |f:2.3,6.7|. Reported procedure: Combine 6-(4-formyl-phenoxy)-nicotinamide (compound of example 332, step 1) (0.150 g, 0.619 mmol), 2-phenyl-pyrrolidine (0.095 g, 0.64 mmol), sodium triacetoxyborohydride (0.194 g, 0.915 mmol), and acetic acid (0.051 mL, 0.891 mmol) in 1,2-dichloroethane (9.0 mL). After about 24 hours, purify the reaction mixture by ion exchange chromatography (SCX resin, methanol→2 M ammonia/methanol) and concentrate. Dissolve the residue in 1,4-dioxane and treated with 4 N hydrochloric acid in dioxane. Isolate... The reactants are Cl.C[Si](CCCCCCCCCCCCCCNC1=CC=C(C(=O)Cl)C=C1)(C)C (4-[14-(trimethylsilyl)tetradecylamino]benzoyl chloride hydrochloride), C(Cl)Cl (methylene chloride), O1CCOCC1 (dioxane), NCC(=O)OCC (ethyl glycinate). The reagents and catalysts are CN(C1=CC=NC=C1)C (4-(dimethylamino)pyridine). Run in C(C)N(CC)CC (triethylamine). Product: C[Si](CCCCCCCCCCCCCCNC1=CC=C(C(NCC(=O)OCC)=O)C=C1)(C)C (Ethyl 4-[14-(trimethylsilyl)tetradecylamino]hippurate). As a reaction SMILES: Cl.[CH3:2][Si:3]([CH3:29])([CH3:28])[CH2:4][CH2:5][CH2:6][CH2:7][CH2:8][CH2:9][CH2:10][CH2:11][CH2:12][CH2:13][CH2:14][CH2:15][CH2:16][CH2:17][NH:18][C:19]1[CH:27]=[CH:26][C:22]([C:23](Cl)=[O:24])=[CH:21][CH:20]=1.O1CCOCC1.[NH2:36][CH2:37][C:38]([O:40][CH2:41][CH3:42])=[O:39].C(Cl)Cl>CN(C)C1C=CN=CC=1.C(N(CC)CC)C>[CH3:2][Si:3]([CH3:29])([CH3:28])[CH2:4][CH2:5][CH2:6][CH2:7][CH2:8][CH2:9][CH2:10][CH2:11][CH2:12][CH2:13][CH2:14][CH2:15][CH2:16][CH2:17][NH:18][C:19]1[CH:27]=[CH:26][C:22]([C:23](=[O:24])[NH:36][CH2:37][C:38]([O:40][CH2:41][CH3:42])=[O:39])=[CH:21][CH:20]=1 |f:0.1|. Procedure: A solution of 20 g. 4-[14-(trimethylsilyl)tetradecylamino]benzoyl chloride hydrochloride in 100 ml. dioxane is added to 4.9 g. freshly prepared ethyl glycinate in 300 ml. of methylene chloride containing 1 g. of 4-(dimethylamino)pyridine and 10 ml. of triethylamine. After 16 hours at room temperature the reaction is refluxed for 2 hours, cooled and filtered. The mother liquor is extracted with water and 10% hydrochloric acid. The solution is dried and concentrated in vacuo to an amber liquid. A ...